From a dataset of the Open Reaction Database (ORD), a public repository of structured organic reaction records. describe an organic reaction: reactants, conditions, products, and yield Reactants: C=C1CC(=O)O1 (Diketene), Cl (HCl), C(CC(=O)C)(=O)Cl (acetoacetic acid chloride). The product is ClC(C(=O)Cl)C(=O)C (2-Chloroacetoacetic acid chloride), ClCl (chlorine). As a reaction SMILES: C=C1OC(=O)C1.[ClH:7].[C:8]([Cl:14])(=[O:13])[CH2:9][C:10]([CH3:12])=[O:11]>>[Cl:7][CH:9]([C:10]([CH3:12])=[O:11])[C:8]([Cl:14])=[O:13].[Cl:7][Cl:14]. Reported procedure: Diketene is converted at a temperature of +30° to -40° C. with HCl into the acetoacetic acid chloride. 2-Chloroacetoacetic acid chloride is then formed by introduction of chlorine at a temperature of +30° to -40° C. The chloride is converted by the addition of 1 mole of the corresponding amine and 1 mole of tertiary base, such as triethylamine, or 2 moles of the corresponding amine into the corresponding 2-chloroacetoacetic acid amine. Starting materials: CC1(C)CCC(C)(C)c2cc3c(cc21)OCC3(C)c1cc(C=C(Br)Br)cs1, C1CCOC1, CCCCCC, [Cl-], COC(=O)Cl, [Li]CCCC, [NH4+]. Product: COC(=O)C#Cc1csc(C2(C)COc3cc4c(cc32)C(C)(C)CCC4(C)C)c1. RXN SMILES: [Br:12][C:13](=[CH:14][c:15]1[cH:16][c:17]([C:20]2([CH3:37])[c:21]3[c:22]([cH:25][c:26]4[c:31]([cH:32]3)[C:30]([CH3:33])([CH3:34])[CH2:29][CH2:28][C:27]4([CH3:35])[CH3:36])[O:23][CH2:24]2)[s:18][cH:19]1)[Br:38].[CH2:46]1[O:47][CH2:48][CH2:49][CH2:50]1.[CH3:6][CH2:7][CH2:8][CH2:9][CH2:10][CH3:11].[Cl-:44].[Cl:39][C:40](=[O:41])[O:42][CH3:43].[Li:1][CH2:2][CH2:3][CH2:4][CH3:5].[NH4+:45]>>[C:13](#[C:14][c:15]1[cH:16][c:17]([C:20]2([CH3:37])[c:21]3[c:22]([cH:25][c:26]4[c:31]([cH:32]3)[C:30]([CH3:33])([CH3:34])[CH2:29][CH2:28][C:27]4([CH3:35])[CH3:36])[O:23][CH2:24]2)[s:18][cH:19]1)[C:40](=[O:41])[O:42][CH3:43].